describe an organic reaction: reactants, conditions, products, and yield From a dataset of the Open Reaction Database (ORD), a public repository of structured organic reaction records. Reactants: C(C)(C)(C)OC(=O)N1CCC2=C(CC1)C=CO2 (4,5,7,8-Tetrahydro-furo[2,3-d]azepine-6-carboxylic acid tert-butyl ester), CC(=O)O (AcOH), BrN1C(CCC1=O)=O (N-bromosuccinimide), C(=O)(O)[O-].[Na+] (NaHCO3). Run in C(Cl)(Cl)Cl (CHCl3). Run at time 1 hour. Yields the product C(C)(C)(C)OC(=O)N1CCC2=C(CC1)C=C(O2)Br (2-bromo-4,5,7,8-tetrahydro-furo[2,3-d]azepine-6-carboxylic acid tert-butyl ester). Reaction SMILES: [C:1]([O:5][C:6]([N:8]1[CH2:14][CH2:13][C:12]2[CH:15]=[CH:16][O:17][C:11]=2[CH2:10][CH2:9]1)=[O:7])([CH3:4])([CH3:3])[CH3:2].CC(O)=O.[Br:22]N1C(=O)CCC1=O.C([O-])(O)=O.[Na+]>C(Cl)(Cl)Cl>[C:1]([O:5][C:6]([N:8]1[CH2:14][CH2:13][C:12]2[CH:15]=[C:16]([Br:22])[O:17][C:11]=2[CH2:10][CH2:9]1)=[O:7])([CH3:4])([CH3:2])[CH3:3] |f:3.4|. Procedure: A solution of the product from step h) (50 mg, 0.21 mmol) in CHCl3 (527 μl) and AcOH (527 μl) was treated with N-bromosuccinimide (38.1 mg, 0.21 mmol) at 22° C. After 1 hour, the contents were poured into sat. NaHCO3 and extracted with EtOAc (2×5 ml). The organic layer was washed with brine (1×5 ml), dried (MgSO4) and purified by preparative TLC (80% hexanes:20% EtOAc) providing 2-bromo-4,5,7,8-tetrahydro-furo[2,3-d]azepine-6-carboxylic acid tert-butyl ester which was directly treated with 4M HC... Starting materials: Cl, CCN(Cc1cc(C(=O)Cl)cc(Br)c1N)C1CCCCC1, [Na+], [OH-], O, OCCO, c1ccncc1. Product: CCN(Cc1cc(C(=O)OCCO)cc(Br)c1N)C1CCCCC1. RXN SMILES: [ClH:1].[NH2:2][c:3]1[c:4]([Br:22])[cH:5][c:6]([C:7](=[O:8])[Cl:9])[cH:10][c:11]1[CH2:12][N:13]([CH2:14][CH3:15])[CH:16]1[CH2:17][CH2:18][CH2:19][CH2:20][CH2:21]1.[Na+:30].[OH-:29].[OH2:35].[OH:31][CH2:32][CH2:33][OH:34].[cH:23]1[cH:24][cH:25][n:26][cH:27][cH:28]1>>[NH2:2][c:3]1[c:4]([Br:22])[cH:5][c:6]([C:7](=[O:8])[O:31][CH2:32][CH2:33][OH:34])[cH:10][c:11]1[CH2:12][N:13]([CH2:14][CH3:15])[CH:16]1[CH2:17][CH2:18][CH2:19][CH2:20][CH2:21]1. The reactants are Cl (HCl), C(C)(C)(C)OC(N(CCOC1=C(C=C(C(=C1)OC)C(=O)N1[C@@H](CC(C1)=C)C(=O)OC)[N+](=O)[O-])CCOC1=C(C=C(C(=C1)OC)C(=O)N1[C@@H](CC(C1)=C)C(=O)OC)[N+](=O)[O-])=O (bis{2-[5-methoxy-2-nitro-4-[(S)-4-methylene-2-methoxycarbonyl-1-pyrrolidinylcarbonyl]-phenyloxy]-ethyl}-carbamic acid tert-butyl ester), CC(C)C[AlH]CC(C)C (DIBAL-H), solution. The reagents and catalysts are CO (methanol). Run in C1(=CC=CC=C1)C (toluene), C1(=CC=CC=C1)C (toluene). Conditions: temperature 0 celsius, time 45 minute. The product is C(C)(C)(C)OC(N(CCOC1=C(C=C(C(=C1)OC)C(=O)N1[C@@H](CC(C1)=C)C=O)[N+](=O)[O-])CCOC1=C(C=C(C(=C1)OC)C(=O)N1[C@@H](CC(C1)=C)C=O)[N+](=O)[O-])=O (bis{2-[5-methoxy-2-nitro-4-[(S)-4-methylene-2-formyl-1-pyrrolidinylcarbonyl]phenyloxy]-ethyl}-carbamic acid tert-butyl ester). The yield is 89.5%. RXN SMILES: [C:1]([O:5][C:6](=[O:60])[N:7]([CH2:34][CH2:35][O:36][C:37]1[CH:42]=[C:41]([O:43][CH3:44])[C:40]([C:45]([N:47]2[CH2:51][C:50](=[CH2:52])[CH2:49][C@H:48]2[C:53](OC)=[O:54])=[O:46])=[CH:39][C:38]=1[N+:57]([O-:59])=[O:58])[CH2:8][CH2:9][O:10][C:11]1[CH:16]=[C:15]([O:17][CH3:18])[C:14]([C:19]([N:21]2[CH2:25][C:24](=[CH2:26])[CH2:23][C@H:22]2[C:27](OC)=[O:28])=[O:20])=[CH:13][C:12]=1[N+:31]([O-:33])=[O:32])([CH3:4])([CH3:3])[CH3:2].CC(C[AlH]CC(C)C)C.Cl>C1(C)C=CC=CC=1.CO>[C:1]([O:5][C:6](=[O:60])[N:7]([CH2:34][CH2:35][O:36][C:37]1[CH:42]=[C:41]([O:43][CH3:44])[C:40]([C:45]([N:47]2[CH2:51][C:50](=[CH2:52])[CH2:49][C@H:48]2[CH:53]=[O:54])=[O:46])=[CH:39][C:38]=1[N+:57]([O-:59])=[O:58])[CH2:8][CH2:9][O:10][C:11]1[CH:16]=[C:15]([O:17][CH3:18])[C:14]([C:19]([N:21]2[CH2:25][C:24](=[CH2:26])[CH2:23][C@H:22]2[CH:27]=[O:28])=[O:20])=[CH:13][C:12]=1[N+:31]([O-:33])=[O:32])([CH3:4])([CH3:2])[CH3:3]. Procedure details: To a vigorously stirred solution of bis{2-[5-methoxy-2-nitro-4-[(S)-4-methylene-2-methoxycarbonyl-1-pyrrolidinylcarbonyl]phenyloxy]-ethyl}-carbamic acid tert-butyl ester 12 (100 mg, 0.12 mmol) in anhydrous toluene (2.4 mL) was added dropwise solution of DIBAL-H (480 μL of a 1M solution in toluene) at −78° C. under argon atmosphere. After the mixture was stirred for an additional 45 min, excess reagent was decomposed by addition of five drops of methanol followed by 5% HCl (4 mL). The resulting m... The reactants are COC1c2cc(C)c(C)c(Br)c2CC1C, C1CO1, C1CCOC1, [Li]CCCC, O. Yields the product COC1c2cc(C)c(C)c(CCO)c2CC1C. RXN SMILES: [Br:1][c:2]1[c:3]2[c:7]([cH:8][c:9]([CH3:12])[c:10]1[CH3:11])[CH:6]([O:13][CH3:14])[CH:5]([CH3:15])[CH2:4]2.[CH2:21]1[CH2:22][O:23]1.[CH2:25]1[O:26][CH2:27][CH2:28][CH2:29]1.[CH3:16][CH2:17][CH2:18][CH2:19][Li:20].[OH2:24]>>[c:2]1([CH2:21][CH2:22][OH:23])[c:3]2[c:7]([cH:8][c:9]([CH3:12])[c:10]1[CH3:11])[CH:6]([O:13][CH3:14])[CH:5]([CH3:15])[CH2:4]2.